From a dataset of the Open Reaction Database (ORD), a public repository of structured organic reaction records. describe an organic reaction: reactants, conditions, products, and yield Starting materials: CS(=O)(=O)Cl, COC(=O)c1cc(C(O)(C(F)(F)F)C(F)(F)F)ccc1N, O, c1ccncc1. Product: COC(=O)c1cc(C(O)(C(F)(F)F)C(F)(F)F)ccc1NS(C)(=O)=O. As a reaction SMILES: [CH3:1][S:2]([Cl:3])(=[O:4])=[O:5].[F:6][C:7]([C:8]([C:9]([F:10])([F:11])[F:12])([OH:13])[c:14]1[cH:15][cH:16][c:17]([NH2:24])[c:18]([C:19](=[O:20])[O:21][CH3:22])[cH:23]1)([F:25])[F:26].[OH2:27].[cH:28]1[cH:29][cH:30][n:31][cH:32][cH:33]1>>[CH3:1][S:2](=[O:4])(=[O:5])[NH:24][c:17]1[cH:16][cH:15][c:14]([C:8]([C:7]([F:6])([F:25])[F:26])([C:9]([F:10])([F:11])[F:12])[OH:13])[cH:23][c:18]1[C:19](=[O:20])[O:21][CH3:22]. Starting materials: CC(=O)O[BH-](OC(C)=O)OC(C)=O, C=O, ClCCCl, Cc1cc2c(s1)Nc1ccccc1N=C2N1CCNC(CCc2ccc(F)cc2F)C1, [Na+]. Yields the product Cc1cc2c(s1)Nc1ccccc1N=C2N1CCN(C)C(CCc2ccc(F)cc2F)C1. As a reaction SMILES: [C:34]([O:35][BH-:36]([O:37][C:38](=[O:39])[CH3:40])[O:41][C:42](=[O:43])[CH3:44])(=[O:45])[CH3:46].[CH2:32]=[O:33].[Cl:48][CH2:49][CH2:50][Cl:51].[F:1][c:2]1[c:3]([CH2:9][CH2:10][CH:11]2[CH2:12][N:13]([C:17]3=[N:18][c:19]4[c:20]([cH:28][cH:29][cH:30][cH:31]4)[NH:21][c:22]4[s:23][c:24]([CH3:27])[cH:25][c:26]43)[CH2:14][CH2:15][NH:16]2)[cH:4][cH:5][c:6]([F:8])[cH:7]1.[Na+:47]>>[F:1][c:2]1[c:3]([CH2:9][CH2:10][CH:11]2[CH2:12][N:13]([C:17]3=[N:18][c:19]4[c:20]([cH:28][cH:29][cH:30][cH:31]4)[NH:21][c:22]4[s:23][c:24]([CH3:27])[cH:25][c:26]43)[CH2:14][CH2:15][N:16]2[CH3:34])[cH:4][cH:5][c:6]([F:8])[cH:7]1. RXN SMILES: [CH3:1][O:2][C:3](=[O:8])[CH2:4][N+:5]([O-:7])=[O:6].[CH:9](OCC)(OCC)[O:10][CH2:11][CH3:12].C(OC(=O)C)(=O)C>>[CH3:1][O:2][C:3](=[O:8])[C:4]([N+:5]([O-:7])=[O:6])=[CH:9][O:10][CH2:11][CH3:12]. The product is COC(C(=COCC)[N+](=O)[O-])=O (alpha-nitro-beta-ethoxyacrylic acid methylester). Procedure: A 12-1. three-necked flask, equipped with a thermometer, mechanical stirrer and a reflux condenser was charged under an atmosphere of nitrogen with 746 g (6.26 moles) of nitroacetic acid methylester, 1392 g (9.4 moles) of triethyl orthoformate and 1.92 l of acetic anhydride. The mixture was stirred and heated at reflux for 23 hours. The volatile components were distilled off first at atmospheric pressure (pot temperature up to 100° C., then at aspirator vacuum and finally at 0.17 mmHg (pot tempe... Reactants: COC(C[N+](=O)[O-])=O (nitroacetic acid methylester), C(OCC)(OCC)OCC (triethyl orthoformate), C(C)(=O)OC(C)=O (acetic anhydride). Isolated yield 84.5%.